From a dataset of the Open Reaction Database (ORD), a public repository of structured organic reaction records. describe an organic reaction: reactants, conditions, products, and yield Reported procedure: The title compound was prepared from the product of step (i) (0.19 g) and the product from Example 80 step (ii) (0.2 g) by the method of Example 80 step (iii) as a white solid. Yield: 0.25 g Reactants: ClCC(=O)NC1=C(C=CC(=C1)C#N)C (2-Chloro-N-(5-cyano-2-methylphenyl)acetamide), C(#N)C=1C=C(C=CC1)S(=O)(=O)N1[C@H](CNC[C@H]1C)C (cis-1-(3-Cyanobenzenesulphonyl)-2,6-dimethylpiperazine). Reaction SMILES: Cl[CH2:2][C:3]([NH:5][C:6]1[CH:11]=[C:10]([C:12]#[N:13])[CH:9]=[CH:8][C:7]=1[CH3:14])=[O:4].[C:15]([C:17]1[CH:18]=[C:19]([S:23]([N:26]2[C@H:31]([CH3:32])[CH2:30][NH:29][CH2:28][C@@H:27]2[CH3:33])(=[O:25])=[O:24])[CH:20]=[CH:21][CH:22]=1)#[N:16]>>[C:15]([C:17]1[CH:18]=[C:19]([S:23]([N:26]2[C@@H:31]([CH3:32])[CH2:30][N:29]([CH2:2][C:3]([NH:5][C:6]3[CH:11]=[C:10]([C:12]#[N:13])[CH:9]=[CH:8][C:7]=3[CH3:14])=[O:4])[CH2:28][C@H:27]2[CH3:33])(=[O:24])=[O:25])[CH:20]=[CH:21][CH:22]=1)#[N:16]. Yields the product C(#N)C=1C=C(C=CC1)S(=O)(=O)N1[C@@H](CN(C[C@@H]1C)CC(=O)NC1=C(C=CC(=C1)C#N)C)C (cis-2-[4-(3-Cyanobenzenesulphonyl)-3,5-dimethylpiperazin-1-yl]-N-(5-cyano-2-methylphenyl)acetamide). Reactants: CN=C=O (Methyl isocyanate), CC(C)(C)C=1C=C(C(=O)NN)C=C(C1O)C(C)(C)C (3,5-bis(1,1-dimethylethyl)-4-hydroxybenzoic acid, hydrazide), [OH-].[Na+] (NaOH). The solvent is C(C)O (ethanol). Yields the product CC(C)(C)C=1C=C(C=C(C1O)C(C)(C)C)C=1N(C(NN1)=O)C (5-[3,5-bis(1,1-dimethylethyl)-4-hydroxyphenyl]-2,4-dihydro-4-methyl-3H-1,2,4-triazol-3-one). Isolated yield 29.6%. As a reaction SMILES: [CH3:1][N:2]=[C:3]=[O:4].[CH3:5][C:6]([C:9]1[CH:10]=[C:11]([CH:16]=[C:17]([C:20]([CH3:23])([CH3:22])[CH3:21])[C:18]=1[OH:19])[C:12]([NH:14][NH2:15])=O)([CH3:8])[CH3:7].[OH-].[Na+]>C(O)C>[CH3:5][C:6]([C:9]1[CH:10]=[C:11]([C:12]2[N:2]([CH3:1])[C:3](=[O:4])[NH:15][N:14]=2)[CH:16]=[C:17]([C:20]([CH3:23])([CH3:22])[CH3:21])[C:18]=1[OH:19])([CH3:8])[CH3:7] |f:2.3|. Procedure: Methyl isocyanate (1.02 g, 18 mmol) is added dropwise to a solution of the 3,5-bis(1,1-dimethylethyl)-4-hydroxybenzoic acid, hydrazide (2.35 g, 8.9 mmol) in absolute ethanol (100 ml). The reaction mixture is stirred at room temperature, concentrated, and poured into ice water. The precipitate (1.2 g) is collected by filtration and dissolved in two equivalents of 1N NaOH. The reaction mixture is refluxed for three hours, and then is cooled and neutralized. The product is extracted into ethyl acet... Reactants: COC=1C=C(C(=O)Cl)C=CC1OC (3,4-dimethoxybenzoyl chloride), NC1=C2C=CN=CC2=CC=C1 (5-aminoisoquinoline), NC1=C2C=CN=CC2=CC=C1 (5-Aminoisoquinoline), C([O-])(O)=O.[K+] (potassium bicarbonate). Run in C1=CC=CC=C1 (benzene), C1=CC=CC=C1 (benzene). Yields the product COC=1C=C(C(=O)NC2=C3C=CN=CC3=CC=C2)C=CC1OC (5-(3,4-dimethoxybenzamido)isoquinoline). Reaction SMILES: [NH2:1][C:2]1[CH:11]=[CH:10][CH:9]=[C:8]2[C:3]=1[CH:4]=[CH:5][N:6]=[CH:7]2.C(=O)(O)[O-].[K+].[CH3:17][O:18][C:19]1[CH:20]=[C:21]([CH:25]=[CH:26][C:27]=1[O:28][CH3:29])[C:22](Cl)=[O:23]>C1C=CC=CC=1>[CH3:17][O:18][C:19]1[CH:20]=[C:21]([CH:25]=[CH:26][C:27]=1[O:28][CH3:29])[C:22]([NH:1][C:2]1[CH:11]=[CH:10][CH:9]=[C:8]2[C:3]=1[CH:4]=[CH:5][N:6]=[CH:7]2)=[O:23] |f:1.2|. Reported procedure: 5-Aminoisoquinoline (8 g.) was dissolved in dry benzene (100 ml) and 0.5 g of dry potassium bicarbonate was added to the solution. A 0.1 mole excess of 3,4-dimethoxybenzoyl chloride was dissolved in dry benzene (50 ml) and this solution was poured into the solution of 5-aminoisoquinoline. A precipitate formed immediately. This was collected by filtration and washed with 10% sodium carbonate solution followed by water. The washings were discarded and the insoluble residue was recrystallized from ... The reactants are ClC=1C=C(C=CC1)C=CC(C)=O (1-(3-Chlorophenyl)-1-buten-3-one), [H][H] (hydrogen). The reagents and catalysts are [Pt]=O (platinum oxide). The solvent is C(C)O (ethanol). The product is ClC=1C=C(C=CC1)CCC(C)=O (1-(3-chlorophenyl)butan-3-one). Yield: 54.8%. As a reaction SMILES: [Cl:1][C:2]1[CH:3]=[C:4]([CH:8]=[CH:9][C:10](=[O:12])[CH3:11])[CH:5]=[CH:6][CH:7]=1.[H][H]>C(O)C.[Pt]=O>[Cl:1][C:2]1[CH:3]=[C:4]([CH2:8][CH2:9][C:10](=[O:12])[CH3:11])[CH:5]=[CH:6][CH:7]=1. Procedure: 1-(3-Chlorophenyl)-1-buten-3-one (20.0 g, 111 mmol) was subjected to hydrogen catalytic reduction in ethanol (200 ml) at room temperature by using platinum oxide (PtO2; 0.30 g) as a catalyst. The catalyst was filtered off and the resulting filtrate was concentrated under reduced pressure. The resulting residue was purified by a silica gel column chromatography to obtain 11.1 g of 1-(3-chlorophenyl)butan-3-one.